From a dataset of the Open Reaction Database (ORD), a public repository of structured organic reaction records. describe an organic reaction: reactants, conditions, products, and yield The reactants are F (hydrogen fluoride), N (ammonia), C(C)(=O)O[C@]1(C(C)=O)CC[C@H]2[C@@H]3CCC4=CC(CC[C@]4(C)C3=CC[C@]12C)=O (17-acetoxy-4,9(11)-pregnadiene-3,20-dione), BrN1C(CCC1=O)=O (N-bromosuccinimide). Solvent: O (water), CN(C=O)C (dimethylformamide). Reaction conditions: time 3 hour. Yields the product C(C)(=O)O[C@]1(C(C)=O)CC[C@H]2[C@@H]3CCC4=CC(CC[C@]4(C)[C@]3([C@H](C[C@]12C)F)Br)=O (17-Acetoxy-9-bromo-11β-fluoro-4-pregnene-3,20-dione). RXN SMILES: [FH:1].[C:2]([O:5][C@:6]1([C@:26]2([CH3:27])[C@H:12]([C@H:13]3[C:23](=[CH:24][CH2:25]2)[C@:21]2([CH3:22])[C:16](=[CH:17][C:18](=[O:28])[CH2:19][CH2:20]2)[CH2:15][CH2:14]3)[CH2:11][CH2:10]1)[C:7](=[O:9])[CH3:8])(=[O:4])[CH3:3].[Br:29]N1C(=O)CCC1=O.N>O.CN(C)C=O>[C:2]([O:5][C@:6]1([C@:26]2([CH3:27])[C@H:12]([C@H:13]3[C@:23]([Br:29])([C@@H:24]([F:1])[CH2:25]2)[C@:21]2([CH3:22])[C:16](=[CH:17][C:18](=[O:28])[CH2:19][CH2:20]2)[CH2:15][CH2:14]3)[CH2:11][CH2:10]1)[C:7](=[O:9])[CH3:8])(=[O:4])[CH3:3]. Procedure: At -78° C., 20 ml. of hydrogen fluoride is combined with 8 ml. of dimethylformamide, and 6 g. of 17-acetoxy-4,9(11)-pregnadiene-3,20-dione (J. Org. Chem. 26 1961!: 866) and 4 g. of N-bromosuccinimide are added to the reaction mixture. The latter is allowed to stand for 3 hours at -30° C. and then introduced into a mixture of water, ice, and a 25% ammonia solution. The precipitate is filtered off, washed with water, taken up in ethyl acetate, and dried over sodium sulfate. After chromatography of... Starting materials: N(C1=CC=CC=C1)C1=NC(=CC(=N1)Cl)C#CC (2-Anilino-4-chloro-6-(1-propynyl)pyrimidine), aqueous solution, CNC (dimethylamine), [OH-].[K+] (KOH), C1CCOC1 (THF). Solvent: O (water). Reaction conditions: time 24 hour. Yields the product N(C1=CC=CC=C1)C1=NC(=CC(=N1)N(C)C)C#CC (2-anilino-4-dimethylamino-6-(1-propynyl)pyrimidine). The yield is 85.0%. RXN SMILES: [NH:1]([C:8]1[N:13]=[C:12](Cl)[CH:11]=[C:10]([C:15]#[C:16][CH3:17])[N:9]=1)[C:2]1[CH:7]=[CH:6][CH:5]=[CH:4][CH:3]=1.[CH3:18][NH:19][CH3:20].[OH-].[K+].C1COCC1>O>[NH:1]([C:8]1[N:13]=[C:12]([N:19]([CH3:20])[CH3:18])[CH:11]=[C:10]([C:15]#[C:16][CH3:17])[N:9]=1)[C:2]1[CH:7]=[CH:6][CH:5]=[CH:4][CH:3]=1 |f:2.3|. Procedure: 2-Anilino-4-chloro-6-(1-propynyl)pyrimidine (1.7 g) prepared in Example 2, 1.9 g of 54% aqueous solution of dimethylamine and 0.7 g of KOH were added to 20 ml of THF and the mixture was stirred at room temperature for 24 hours. The reaction liquid was poured in water and extracted with benzene. Then, the benzen layer was dried over Glauber's salt and concentrated, the residue was recrystallized from n-hexane-ethanol to afford 1.5 g of 2-anilino-4-dimethylamino-6-(1-propynyl)pyrimidine (yield: 85...